This data is from the Open Reaction Database (ORD), a public repository of structured organic reaction records. The task is: describe an organic reaction: reactants, conditions, products, and yield The reactants are B(Br)(Br)Br (boron tribromide), COC1=CC=C(C=C1)C(=O)C1=CC(=C(C=C1)Cl)Cl (3,4-Dichlorophenyl 4-methoxyphenyl ketone), ice water. Solvent: ClCCl (dichloromethane), ClCCl (dichloromethane). Reaction conditions: time 2 day. The product is OC1=CC=C(C=C1)C(=O)C1=CC(=C(C=C1)Cl)Cl (3,4-Dichlorophenyl 4-hydroxyphenyl ketone). Isolated yield 77.5%. Reaction SMILES: C[O:2][C:3]1[CH:8]=[CH:7][C:6]([C:9]([C:11]2[CH:16]=[CH:15][C:14]([Cl:17])=[C:13]([Cl:18])[CH:12]=2)=[O:10])=[CH:5][CH:4]=1.B(Br)(Br)Br>ClCCl>[OH:2][C:3]1[CH:4]=[CH:5][C:6]([C:9]([C:11]2[CH:16]=[CH:15][C:14]([Cl:17])=[C:13]([Cl:18])[CH:12]=2)=[O:10])=[CH:7][CH:8]=1. Procedure: 3,4-Dichlorophenyl 4-methoxyphenyl ketone (235 mg) obtained in Example 120 was dissolved in dichloromethane (2 ml), a solution of 1.0 M boron tribromide in dichloromethane (7 ml) was added while cooled in ice, and the admixture was stirred at room temperature for two days. The reaction mixture was then poured into ice water and partitioned between water and chloroform. The chloroform layer was dried with anhydrous magnesium sulfate. After removing the solvent by reduced-pressure distillation, th... Yields the product CCOC(=O)C(C)(Cc1ccc(OCCc2nc(C3CCCCC3)oc2C)cc1)Oc1cccc(-c2ccsc2)c1. RXN SMILES: [Br:1][c:2]1[cH:3][c:4]([O:8][C:9]([CH3:10])([CH2:11][c:12]2[cH:13][cH:14][c:15]([O:16][CH2:17][CH2:18][c:19]3[n:20][c:21]([CH:22]4[CH2:23][CH2:24][CH2:25][CH2:26][CH2:27]4)[o:28][c:29]3[CH3:30])[cH:31][cH:32]2)[C:33]([OH:34])=[O:35])[cH:5][cH:6][cH:7]1.[C:106]([O-:107])(=[O:108])[CH3:109].[C:111]([O-:112])(=[O:113])[CH3:114].[CH2:101]1[O:102][CH2:103][CH2:104][CH2:105]1.[CH2:65]([CH3:66])[O:67][C:68]([C:69]([CH2:70][c:71]1[cH:72][cH:73][c:74]([O:77][CH2:78][CH2:79][c:80]2[n:81][c:82]([CH:86]3[CH2:87][CH2:88][CH2:89][CH2:90][CH2:91]3)[o:83][c:84]2[CH3:85])[cH:75][cH:76]1)([O:92][c:93]1[cH:94][cH:95][cH:96][cH:97][cH:98]1)[CH3:99])=[O:100].[CH3:115][CH2:116][O:117][C:118](=[O:119])[CH3:120].[F-:63].[K+:64].[Pd+2:110].[c:44]1([P:45]([c:46]2[cH:47][cH:48][cH:49][cH:50][cH:51]2)[c:52]2[cH:53][cH:54][cH:55][cH:56][cH:57]2)[cH:58][cH:59][cH:60][cH:61][cH:62]1.[s:36]1[cH:37][c:38]([B:41]([OH:42])[OH:43])[cH:39][cH:40]1>>[s:36]1[cH:37][c:38](-[c:97]2[cH:96][cH:95][cH:94][c:93]([O:92][C:69]([C:68]([O:67][CH2:65][CH3:66])=[O:100])([CH2:70][c:71]3[cH:72][cH:73][c:74]([O:77][CH2:78][CH2:79][c:80]4[n:81][c:82]([CH:86]5[CH2:87][CH2:88][CH2:89][CH2:90][CH2:91]5)[o:83][c:84]4[CH3:85])[cH:75][cH:76]3)[CH3:99])[cH:98]2)[cH:39][cH:40]1. Reactants: Cc1oc(C2CCCCC2)nc1CCOc1ccc(CC(C)(Oc2cccc(Br)c2)C(=O)O)cc1, CC(=O)[O-], CC(=O)[O-], C1CCOC1, CCOC(=O)C(C)(Cc1ccc(OCCc2nc(C3CCCCC3)oc2C)cc1)Oc1ccccc1, CCOC(C)=O, [F-], [K+], [Pd+2], c1ccc(P(c2ccccc2)c2ccccc2)cc1, OB(O)c1ccsc1. Starting materials: FC1=CC=C(C=C1)CC(=O)OCC (ethyl 2-(4-fluorophenyl)acetate), COC(N(C)C)OC (1,1-dimethoxy-N,N-dimethylmethanamine). Solvent: CN(C)C=O (DMF), CCOC(=O)C (EtOAc). Yields the product CN(C=C(C(=O)OCC)C1=CC=C(C=C1)F)C (ethyl 3-(dimethylamino)-2-(4-fluorophenyl)acrylate). Isolated yield 34.3%. Reaction SMILES: [F:1][C:2]1[CH:7]=[CH:6][C:5]([CH2:8][C:9]([O:11][CH2:12][CH3:13])=[O:10])=[CH:4][CH:3]=1.CO[CH:16](OC)[N:17]([CH3:19])[CH3:18]>CN(C=O)C.CCOC(C)=O>[CH3:16][N:17]([CH3:19])[CH:18]=[C:8]([C:5]1[CH:4]=[CH:3][C:2]([F:1])=[CH:7][CH:6]=1)[C:9]([O:11][CH2:12][CH3:13])=[O:10]. Reported procedure: Combined ethyl 2-(4-fluorophenyl)acetate (500 mg, 2.74 mmol) in 1,1-dimethoxy-N,N-dimethylmethanamine (1.837 mL, 13.72 mmol) and DMF (2 mL) and heated at 100° C. for 5 h. The reaction was then diluted with EtOAc (50 mL), washed with saturated aqueous ammonium chloride (50 mL) and brine, dried over magnesium sulfate and concentrated in vacuo to give a yellow oil. The oil was purified on a 30 g NH silica column (Moritex) eluted with 0 to 60% EtOAc in hexanes to give the title compound (223 mg, 34.... Reactants: C1CNCCN1, CC#N, CCN(C(C)C)C(C)C, CS(=O)(=O)c1ccc(F)cc1Nc1cccc2ccccc12. Product: CS(=O)(=O)c1ccc(N2CCNCC2)cc1Nc1cccc2ccccc12. Reaction SMILES: [CH2:23]1[CH2:24][NH:25][CH2:26][CH2:27][NH:28]1.[CH3:38][C:39]#[N:40].[CH:29]([N:30]([CH2:31][CH3:32])[CH:33]([CH3:34])[CH3:35])([CH3:36])[CH3:37].[F:1][c:2]1[cH:3][cH:4][c:5]([S:19](=[O:20])(=[O:21])[CH3:22])[c:6]([NH:8][c:9]2[cH:10][cH:11][cH:12][c:13]3[cH:14][cH:15][cH:16][cH:17][c:18]23)[cH:7]1>>[c:2]1([N:25]2[CH2:24][CH2:23][NH:28][CH2:27][CH2:26]2)[cH:3][cH:4][c:5]([S:19](=[O:20])(=[O:21])[CH3:22])[c:6]([NH:8][c:9]2[cH:10][cH:11][cH:12][c:13]3[cH:14][cH:15][cH:16][cH:17][c:18]23)[cH:7]1. Reactants: C(=O)(O)CCCCCCCN1C(=NC(=C1C1=CC=CC=C1)C1=CC=CC=C1)C1=CC=C(C=C1)OC (1-(7-Carboxyheptyl)-2-(4-methoxyphenyl)-4,5-diphenyl-imidazole), B(Br)(Br)Br (boron tribromide), O (water). Solvent: ClCCl (dichloromethane). Conditions: time 5 hour. Yields the product C(=O)(O)CCCCCCCN1C(=NC(=C1C1=CC=CC=C1)C1=CC=CC=C1)C1=CC=C(C=C1)O (1-(7-carboxy-heptyl)-2-(4-hydroxyphenyl)-4,5-diphenyl-imidazole). Isolated yield 20.2%. As a reaction SMILES: [C:1]([CH2:4][CH2:5][CH2:6][CH2:7][CH2:8][CH2:9][CH2:10][N:11]1[C:15]([C:16]2[CH:21]=[CH:20][CH:19]=[CH:18][CH:17]=2)=[C:14]([C:22]2[CH:27]=[CH:26][CH:25]=[CH:24][CH:23]=2)[N:13]=[C:12]1[C:28]1[CH:33]=[CH:32][C:31]([O:34]C)=[CH:30][CH:29]=1)([OH:3])=[O:2].B(Br)(Br)Br.O>ClCCl>[C:1]([CH2:4][CH2:5][CH2:6][CH2:7][CH2:8][CH2:9][CH2:10][N:11]1[C:15]([C:16]2[CH:21]=[CH:20][CH:19]=[CH:18][CH:17]=2)=[C:14]([C:22]2[CH:23]=[CH:24][CH:25]=[CH:26][CH:27]=2)[N:13]=[C:12]1[C:28]1[CH:29]=[CH:30][C:31]([OH:34])=[CH:32][CH:33]=1)([OH:3])=[O:2]. Procedure details: 1-(7-Carboxyheptyl)-2-(4-methoxyphenyl)-4,5-diphenyl-imidazole (2.5 g) was added, in portions over 40 minutes, to a solution of boron tribromide (2.17 ml) in anhydrous dichloromethane (40 ml). The reaction was stirred at room temperature for 5 h, cooled and water (50 ml) was carefully added. The organic layer was removed and the aqueous layer was washed with dichloromethane (3×75 ml). The organic extracts were combined, dried over anhydrous magnesium sulphate and evaporated to dryness in vacuo. ... The reactants are C(=C)OCC(C)C (isobutyl vinyl ether), C([C@H](O)C)(=O)OCC(C)C (isobutyl (R)-(+)-lactate). The reagents and catalysts are P(=O)(Cl)(Cl)Cl (phosphorus oxychloride). The solvent is C(C)(=O)OCC (ethyl acetate). Yields the product C(C(C)C)OC(C)O[C@@H](C(=O)OCC(C)C)C (Isobutyl (R)-(+)-2-(1-Isobutoxyethoxy)propionate). The yield is 86.7%. Reaction SMILES: [CH:1]([O:3][CH2:4][CH:5]([CH3:7])[CH3:6])=[CH2:2].[C:8]([O:13][CH2:14][CH:15]([CH3:17])[CH3:16])(=[O:12])[C@@H:9]([CH3:11])[OH:10]>P(Cl)(Cl)(Cl)=O.C(OCC)(=O)C>[CH2:4]([O:3][CH:1]([O:10][C@H:9]([CH3:11])[C:8]([O:13][CH2:14][CH:15]([CH3:17])[CH3:16])=[O:12])[CH3:2])[CH:5]([CH3:7])[CH3:6]. Procedure details: 24.0 g of dehydrated isobutyl vinyl ether was dropwise added to a mixture of 32.7 g of isobutyl (R)-(+)-lactate and 0.3 g of phosphorus oxychloride which was being stirred at room temperature, so that the internal temperature of the reaction system could be kept at 40° C. or less. Then, the resulting mixture was stirred at room temperature overnight. After the reaction, thereto was added 200 ml of ethyl acetate, followed by washing with a saturated aqueous sodium hydrogen carbonate solution, wat...